From a dataset of the Open Reaction Database (ORD), a public repository of structured organic reaction records. describe an organic reaction: reactants, conditions, products, and yield The reactants are CC(C)O, Cl, Cn1cc(C#N)c(Nc2ccc([N+](=O)[O-])cc2N)n1. Yields the product Cl, Cn1cc2c(n1)Nc1ccc([N+](=O)[O-])cc1N=C2N. RXN SMILES: [CH:21]([OH:22])([CH3:23])[CH3:24].[ClH:20].[NH2:1][c:2]1[c:3]([NH:4][c:5]2[n:6][n:7]([CH3:12])[cH:8][c:9]2[C:10]#[N:11])[cH:13][cH:14][c:15]([N+:17](=[O:18])[O-:19])[cH:16]1>>[ClH:20].[N:1]1=[C:10]([NH2:11])[c:9]2[c:5]([n:6][n:7]([CH3:12])[cH:8]2)[NH:4][c:3]2[c:2]1[cH:16][c:15]([N+:17](=[O:18])[O-:19])[cH:14][cH:13]2. Starting materials: [Br-], [Li]CCCC, C[P+](c1ccccc1)(c1ccccc1)c1ccccc1, C1CCOC1, COc1cccc(C=O)c1O. Yields the product C=Cc1cccc(OC)c1O. As a reaction SMILES: [Br-:17].[CH2:1]([Li:2])[CH2:3][CH2:4][CH3:5].[CH3:18][P+:19]([c:20]1[cH:21][cH:22][cH:23][cH:24][cH:25]1)([c:26]1[cH:27][cH:28][cH:29][cH:30][cH:31]1)[c:32]1[cH:33][cH:34][cH:35][cH:36][cH:37]1.[O:38]1[CH2:39][CH2:40][CH2:41][CH2:42]1.[O:6]=[CH:7][c:8]1[c:9]([OH:10])[c:11]([O:12][CH3:13])[cH:14][cH:15][cH:16]1>>[CH2:1]=[CH:7][c:8]1[c:9]([OH:10])[c:11]([O:12][CH3:13])[cH:14][cH:15][cH:16]1. Starting materials: O=C1CCC(=O)N1Br, CC(C)n1cc(C(=O)O)c2ccc(Br)cc21, ClCCl, Nc1nccs1, c1ccc(P(c2ccccc2)c2ccccc2)cc1. The product is CC(C)n1cc(C(=O)Nc2nccs2)c2ccc(Br)cc21. RXN SMILES: [Br:20][N:21]1[C:22](=[O:23])[CH2:24][CH2:25][C:26]1=[O:27].[Br:28][c:29]1[cH:30][cH:31][c:32]2[c:33]([C:41](=[O:42])[OH:43])[cH:34][n:35]([CH:38]([CH3:39])[CH3:40])[c:36]2[cH:37]1.[CH2:50]([Cl:51])[Cl:52].[NH2:44][c:45]1[s:46][cH:47][cH:48][n:49]1.[c:1]1([P:2]([c:3]2[cH:4][cH:5][cH:6][cH:7][cH:8]2)[c:9]2[cH:10][cH:11][cH:12][cH:13][cH:14]2)[cH:15][cH:16][cH:17][cH:18][cH:19]1>>[Br:28][c:29]1[cH:30][cH:31][c:32]2[c:33]([C:41](=[O:43])[NH:44][c:45]3[s:46][cH:47][cH:48][n:49]3)[cH:34][n:35]([CH:38]([CH3:39])[CH3:40])[c:36]2[cH:37]1. Starting materials: CCO, CC(=O)[O-], COc1ccc2c(c1)CCC2=O, CCO, Cl, NO, [Na+], O, O. Yields the product COc1ccc2c(c1)CCC2=NO. RXN SMILES: [CH2:26]([OH:27])[CH3:28].[CH3:17][C:18](=[O:19])[O-:20].[CH3:1][O:2][c:3]1[cH:4][c:5]2[c:9]([cH:10][cH:11]1)[C:8](=[O:12])[CH2:7][CH2:6]2.[CH3:22][CH2:23][OH:24].[ClH:13].[NH2:14][OH:15].[Na+:16].[OH2:21].[OH2:25]>>[CH3:1][O:2][c:3]1[cH:4][c:5]2[c:9]([cH:10][cH:11]1)[C:8](=[N:14][OH:15])[CH2:7][CH2:6]2. Reactants: N1=CC=CC=C1 (pyridine), C(C)(=O)O (acetic acid), C(#N)C=1C=C2C=CNC2=CC1 (5-cyanoindole), [PH2](=O)[O-].[Na+] (sodium hypophosphite). Reagents/catalysts: [Ni] (Raney nickel). The solvent is O (water). Reaction conditions: temperature 45 celsius, time 2 hour. Product: N1C=CC2=CC(=CC=C12)C=O (1H-Indole-5-carbaldehyde). As a reaction SMILES: [C:1]([C:3]1[CH:4]=[C:5]2[C:9](=[CH:10][CH:11]=1)[NH:8][CH:7]=[CH:6]2)#N.[PH2]([O-])=[O:13].[Na+].C(O)(=O)C.N1C=CC=CC=1>[Ni].O>[NH:8]1[C:9]2[C:5](=[CH:4][C:3]([CH:1]=[O:13])=[CH:11][CH:10]=2)[CH:6]=[CH:7]1 |f:1.2|. Reported procedure: Raney nickel (6.7 g) was added to a solution of 5-cyanoindole (Aldrich, 10.0 g) and sodium hypophosphite (20.0 g) in a mixture of water (73 ml), glac. acetic acid (73 ml) and pyridine (145 ml) at 45° C. The resulting mixture was stirred at 45° C. for 2 hours, then cooled and filtered through Hyflo. The filtrate was diluted with water and extracted with ethyl acetate. The combined extracts were washed with water, 10% aqu. citric acid. IN aqu. HCl, water and brine, dried and evaporated in vacuo to... The reactants are [Al+3], ClCCl, CC(=O)OC(C)=O, [Cl-], [Cl-], [Cl-], [Na+], [OH-], O=[N+]([O-])c1cccnc1Nc1cccc(-n2ccc3ccccc32)c1. The product is CC(=O)c1cn(-c2cccc(Nc3ncccc3[N+](=O)[O-])c2)c2ccccc12. Reaction SMILES: [Al+3:34].[CH2:39]([Cl:40])[Cl:41].[CH3:26][C:27](=[O:28])[O:29][C:30](=[O:31])[CH3:32].[Cl-:33].[Cl-:35].[Cl-:36].[Na+:38].[OH-:37].[n:1]1(-[c:10]2[cH:11][c:12]([NH:16][c:17]3[n:18][cH:19][cH:20][cH:21][c:22]3[N+:23](=[O:24])[O-:25])[cH:13][cH:14][cH:15]2)[cH:2][cH:3][c:4]2[cH:5][cH:6][cH:7][cH:8][c:9]12>>[n:1]1(-[c:10]2[cH:11][c:12]([NH:16][c:17]3[n:18][cH:19][cH:20][cH:21][c:22]3[N+:23](=[O:24])[O-:25])[cH:13][cH:14][cH:15]2)[cH:2][c:3]([C:27]([CH3:26])=[O:28])[c:4]2[cH:5][cH:6][cH:7][cH:8][c:9]12.